The task is: describe an organic reaction: reactants, conditions, products, and yield. This data is from the Open Reaction Database (ORD), a public repository of structured organic reaction records. Run at temperature 80 celsius. As a reaction SMILES: [Cl:1][C:2]1[C:3]([CH2:8][NH:9][C:10]([CH:12]2[CH2:17][CH2:16][N:15]([CH3:18])[CH2:14][CH2:13]2)=O)=[N:4][CH:5]=[CH:6][N:7]=1.P(Cl)(Cl)(Cl)=O>C(#N)C>[Cl:1][C:2]1[C:3]2[N:4]([C:10]([CH:12]3[CH2:17][CH2:16][N:15]([CH3:18])[CH2:14][CH2:13]3)=[N:9][CH:8]=2)[CH:5]=[CH:6][N:7]=1. Yields the product ClC=1C=2N(C=CN1)C(=NC2)C2CCN(CC2)C (8-chloro-3-(1-methylpiperidin-4-yl)imidazo[1,5-a]pyrazine). The solvent is C(C)#N (acetonitrile). Reactants: ClC=1C(=NC=CN1)CNC(=O)C1CCN(CC1)C (N-((3-chloropyrazin-2-yl)methyl)-1-methylpiperidine-4-carboxamide), P(=O)(Cl)(Cl)Cl (phosphorus oxychloride). The yield is 91.9%. Procedure details: To a solution of N-((3-chloropyrazin-2-yl)methyl)-1-methylpiperidine-4-carboxamide (6.51 mmol, 1.75 g) in acetonitrile (10 ml) was added phosphorus oxychloride (65.1 mmol, 6.36 ml) and this solution was heated at 80° C. for four hours. The reaction mixture was concentrated in vacuo and coevaporated with toluene. The residue was cooled in an ice bath and quenched with 7N ammonia in methanol (50 ml) and dichloromethane (50 ml). The solids were removed by filtration and the filtrate was concentrate... Reactants: COC(=O)c1cccc(CBr)c1, COC(=O)c1ccc(CN(NC(=O)OC(C)(C)C)C(=O)OC(C)(C)C)cc1. Yields the product COC(=O)c1cccc(CN(NC(=O)OC(C)(C)C)C(=O)OC(C)(C)C)c1. Reaction SMILES: [Br:28][CH2:29][c:30]1[cH:31][c:32]([C:33](=[O:34])[O:35][CH3:36])[cH:37][cH:38][cH:39]1.[CH3:1][C:2]([CH3:3])([CH3:4])[O:5][C:6](=[O:7])[N:8]([NH:9][C:10](=[O:11])[O:12][C:13]([CH3:14])([CH3:15])[CH3:16])[CH2:17][c:18]1[cH:19][cH:20][c:21]([C:22]([O:23][CH3:24])=[O:25])[cH:26][cH:27]1>>[CH3:1][C:2]([CH3:3])([CH3:4])[O:5][C:6](=[O:7])[N:8]([NH:9][C:10](=[O:11])[O:12][C:13]([CH3:14])([CH3:15])[CH3:16])[CH2:29][c:30]1[cH:31][c:32]([C:33](=[O:34])[O:35][CH3:36])[cH:37][cH:38][cH:39]1. Starting materials: BrC1=CC=C(OC(CNS(=O)(=O)C(C)C)C)C=C1 ([2-(4-bromophenoxy)propyl][(methylethyl)sulfonyl]amine), FC(C1=CC=C(C=C1)B(O)O)(F)F (4-trifluoromethylbenzeneboronic acid), C([O-])([O-])=O.[Na+].[Na+] (sodium carbonate). The reagents and catalysts are Cl[Pd]([P](C1=CC=CC=C1)(C2=CC=CC=C2)C3=CC=CC=C3)([P](C4=CC=CC=C4)(C5=CC=CC=C5)C6=CC=CC=C6)Cl (dichlorobis(triphenylphosphine)palladium(II)). Run in COCCOC (1,2-dimethoxyethane). The product is CC(C)S(=O)(=O)NCC(C)OC1=CC=C(C=C1)C1=CC=C(C=C1)C(F)(F)F ([(Methylethyl)sulfonyl](2-{4-[4-(trifluoromethyl)phenyl]phenoxy}propyl)amine), co-eluting mixture. Isolated yield 21.3%. Reaction SMILES: Br[C:2]1[CH:18]=[CH:17][C:5]([O:6][CH:7]([CH3:16])[CH2:8][NH:9][S:10]([CH:13]([CH3:15])[CH3:14])(=[O:12])=[O:11])=[CH:4][CH:3]=1.[F:19][C:20]([F:31])([F:30])[C:21]1[CH:26]=[CH:25][C:24](B(O)O)=[CH:23][CH:22]=1.C(=O)([O-])[O-].[Na+].[Na+]>Cl[Pd](Cl)([P](C1C=CC=CC=1)(C1C=CC=CC=1)C1C=CC=CC=1)[P](C1C=CC=CC=1)(C1C=CC=CC=1)C1C=CC=CC=1.COCCOC>[CH3:14][CH:13]([S:10]([NH:9][CH2:8][CH:7]([O:6][C:5]1[CH:17]=[CH:18][C:2]([C:24]2[CH:25]=[CH:26][C:21]([C:20]([F:31])([F:30])[F:19])=[CH:22][CH:23]=2)=[CH:3][CH:4]=1)[CH3:16])(=[O:12])=[O:11])[CH3:15] |f:2.3.4,^1:40,59|. Reported procedure: The title compound (68 mg, 21.5%, white foam) was prepared from [2-(4-bromophenoxy)propyl][(methylethyl)sulfonyl]amine (267 mg, 0.794 mmol, prepared in example 1), 4-trifluoromethylbenzeneboronic acid (180 mg, 0.948 mmol), dichlorobis(triphenylphosphine)palladium(II) (22 mg, 0.031 mmol), 2 M sodium carbonate (285 mg in 1.35 mL water), and 1,2-dimethoxyethane (5.25 mL) in a manner analogous to the procedure described in Example 8. The crude material was purified utilizing a Chromatotron® with a 2... Starting materials: NC1=CC=C(C=C1)SC=1OC2=C(N1)C=CC=C2 (2-(4-Aminophenylthio)benzoxazole), ClC1=C(C=C(C=C1)N=C=S)C(F)(F)F (4-chloro-3-trifluoromethylphenylisothiocyanate). The product is O1C(=NC2=C1C=CC=C2)SC2=CC=C(C=C2)NC(=S)NC2=CC(=C(C=C2)Cl)C(F)(F)F (1-[4-(2-Benzoxazolylthio)phenyl]-3-(4-chloro-3-trifluoromethylphenyl)thiourea). Yield: 0.0%. Reaction SMILES: [NH2:1][C:2]1[CH:7]=[CH:6][C:5]([S:8][C:9]2[O:10][C:11]3[CH:17]=[CH:16][CH:15]=[CH:14][C:12]=3[N:13]=2)=[CH:4][CH:3]=1.[Cl:18][C:19]1[CH:24]=[CH:23][C:22]([N:25]=[C:26]=[S:27])=[CH:21][C:20]=1[C:28]([F:31])([F:30])[F:29]>>[O:10]1[C:11]2[CH:17]=[CH:16][CH:15]=[CH:14][C:12]=2[N:13]=[C:9]1[S:8][C:5]1[CH:4]=[CH:3][C:2]([NH:1][C:26]([NH:25][C:22]2[CH:23]=[CH:24][C:19]([Cl:18])=[C:20]([C:28]([F:31])([F:29])[F:30])[CH:21]=2)=[S:27])=[CH:7][CH:6]=1. Reported procedure: 2-(4-Aminophenylthio)benzoxazole (10.0 moles, 2.6 g) and 4-chloro-3-trifluoromethylphenylisothiocyanate (10.0 moles, 2.4 g) were reacted according to procedure A to yield of the title compound 1.6 g, 33%. Mass Spec (FD) 479. Calculated for C21H13ClF3N3OS2 : C, 52.56; H, 2.73; N, 8.75. Found: C, 52.47; H, 2.70; N, 8.48.